From a dataset of the Open Reaction Database (ORD), a public repository of structured organic reaction records. describe an organic reaction: reactants, conditions, products, and yield Reactants: F[C@@]12[C@]3(C=CC(C=C3CC[C@H]1[C@@H]1CC=C(C(CI)=O)[C@]1(C[C@@H]2O)C)=O)C (9-fluoro-21-iodo-11β-hydroxypregna-1,4,16-triene-3,20-dione), S([O-])(O)=O.[Na+] (sodium bisulfite), O (water). The solvent is O1CCOCC1 (dioxane). Conditions: time 30 minute. The product is F[C@@]12[C@]3(C=CC(C=C3CC[C@H]1[C@@H]1CC=C(C(C)=O)[C@]1(C[C@@H]2O)C)=O)C (9-Fluoro-11β-hydroxypregna-1,4,16-triene-3,20-dione). Yield: 59.2%. Reaction SMILES: [F:1][C@:2]12[C@@H:22]([OH:23])[CH2:21][C@@:20]3([CH3:24])[C@@H:12]([CH2:13][CH:14]=[C:15]3[C:16](=[O:19])[CH2:17]I)[C@@H:11]1[CH2:10][CH2:9][C:8]1[C@:3]2([CH3:26])[CH:4]=[CH:5][C:6](=[O:25])[CH:7]=1.S(=O)(O)[O-].[Na+].O>O1CCOCC1>[F:1][C@:2]12[C@@H:22]([OH:23])[CH2:21][C@@:20]3([CH3:24])[C@@H:12]([CH2:13][CH:14]=[C:15]3[C:16](=[O:19])[CH3:17])[C@@H:11]1[CH2:10][CH2:9][C:8]1[C@:3]2([CH3:26])[CH:4]=[CH:5][C:6](=[O:25])[CH:7]=1 |f:1.2|. Procedure: A solution of 1.8 g of 9-fluoro-21-iodo-11β-hydroxypregna-1,4,16-triene-3,20-dione in 135 ml of dioxane is stirred with 90 ml of 5% sodium bisulfite at 105°C under nitrogen for 1.5 hours. The solution is cooled, poured into water, stirred for 30 minutes and filtered. The solid is washed with water and dried in a vacuum oven at 60°C over phosphorous pentoxide to give 780 mg of material. Crystallization from chloroform-methanol gives 420 mg of the title compound, melting point 327°-328°C. Reactants: FC(CNC(=O)[C@H](CC1CCCCC1)NC(OC(C)(C)C)=O)(F)F (tert-butyl (S)-1-(2,2,2-trifluoroethylcarbamoyl)-2-cyclohexylethyl-carbamate), BH3, S(C)C (Me2S). Solvent: C1CCOC1 (THF), C1CCOC1 (THF). Product: FC(CNC[C@H](CC1CCCCC1)NC(OC(C)(C)C)=O)(F)F (tert-butyl (S)-1-(2,2,2-trifluoroethylamino)-3-cyclohexylpropan-2-ylcarbamate). Isolated yield 98.5%. RXN SMILES: [F:1][C:2]([F:24])([F:23])[CH2:3][NH:4][C:5]([C@@H:7]([NH:15][C:16](=[O:22])[O:17][C:18]([CH3:21])([CH3:20])[CH3:19])[CH2:8][CH:9]1[CH2:14][CH2:13][CH2:12][CH2:11][CH2:10]1)=O.S(C)C>C1COCC1>[F:1][C:2]([F:23])([F:24])[CH2:3][NH:4][CH2:5][C@@H:7]([NH:15][C:16](=[O:22])[O:17][C:18]([CH3:21])([CH3:19])[CH3:20])[CH2:8][CH:9]1[CH2:14][CH2:13][CH2:12][CH2:11][CH2:10]1. Procedure: To a solution of tert-butyl (S)-1-(2,2,2-trifluoroethylcarbamoyl)-2-cyclohexylethyl-carbamate (1.8 g, 5.1 mmol) in anhydrous THF (30 mL) was added 2 M BH3.Me2S in THF (25 mL, 50 mmol) and the mixture was stirred at rt for 3 d. The reaction was quenched with MeOH (20 mL), the solvent was removed in vacuo and the residue was purified by silica chromatography to give crude tert-butyl (S)-1-(2,2,2-trifluoroethylamino)-3-cyclohexylpropan-2-ylcarbamate (1.7 g). Reactants: B, CC1(C)CCC(N(C(=O)C(C)(C)CO)C2CCN(C(=O)OC(C)(C)C)C2)CC1, C1CCOC1, CSC. Yields the product CC1(C)CCC(N(CC(C)(C)CO)C2CCN(C(=O)OC(C)(C)C)C2)CC1. As a reaction SMILES: [BH3:32].[C:1](=[O:2])([O:3][C:4]([CH3:5])([CH3:6])[CH3:7])[N:8]1[CH2:9][CH:10]([N:13]([C:14]([C:15]([CH2:16][OH:17])([CH3:18])[CH3:19])=[O:20])[CH:21]2[CH2:22][CH2:23][C:24]([CH3:27])([CH3:28])[CH2:25][CH2:26]2)[CH2:11][CH2:12]1.[CH2:33]1[O:34][CH2:35][CH2:36][CH2:37]1.[CH3:29][S:30][CH3:31]>>[C:1](=[O:2])([O:3][C:4]([CH3:5])([CH3:6])[CH3:7])[N:8]1[CH2:9][CH:10]([N:13]([CH2:14][C:15]([CH2:16][OH:17])([CH3:18])[CH3:19])[CH:21]2[CH2:22][CH2:23][C:24]([CH3:27])([CH3:28])[CH2:25][CH2:26]2)[CH2:11][CH2:12]1. The reactants are Cc1c(Cl)cnn(C(C)(C)C)c1=O, CCO, [Na+], [SH-]. The product is Cc1c(S)cnn(C(C)(C)C)c1=O. As a reaction SMILES: [C:1]([CH3:2])([CH3:3])([CH3:4])[n:5]1[n:6][cH:7][c:8]([Cl:13])[c:9]([CH3:12])[c:10]1=[O:11].[CH3:16][CH2:17][OH:18].[Na+:15].[SH-:14]>>[C:1]([CH3:2])([CH3:3])([CH3:4])[n:5]1[n:6][cH:7][c:8]([SH:14])[c:9]([CH3:12])[c:10]1=[O:11].